This data is from the Open Reaction Database (ORD), a public repository of structured organic reaction records. The task is: describe an organic reaction: reactants, conditions, products, and yield Starting materials: B(Br)(Br)Br (BBr3), C1(=CC=CC=C1)S(=O)(=O)C1=CC=C(C=C1)OC (1-Benzenesulfonyl-4-methoxy-benzene), O (Water). Run in C(Cl)Cl (methylene chloride), C(Cl)Cl (methylene chloride). Product: C1(=CC=CC=C1)S(=O)(=O)C1=CC=C(C=C1)O (4-benzenesulfonyl-phenol). The yield is 95.8%. As a reaction SMILES: [C:1]1([S:7]([C:10]2[CH:15]=[CH:14][C:13]([O:16]C)=[CH:12][CH:11]=2)(=[O:9])=[O:8])[CH:6]=[CH:5][CH:4]=[CH:3][CH:2]=1.B(Br)(Br)Br.O>C(Cl)Cl>[C:1]1([S:7]([C:10]2[CH:11]=[CH:12][C:13]([OH:16])=[CH:14][CH:15]=2)(=[O:8])=[O:9])[CH:6]=[CH:5][CH:4]=[CH:3][CH:2]=1. Reported procedure: 1-Benzenesulfonyl-4-methoxy-benzene (5.92 g, 23.8 mmol) was dissolved in methylene chloride and stirred. A solution of BBr3 (6.77 g, 71.68 mg) in 120 mL of methylene chloride was added dropwise to the reaction mixture, after which the mixture was stirred for 4 hours at room temperature. Water (150 mL) was then added to the reaction mixture, and the organic layer was separated. The aqueous layer was extracted three times with 45 mL methylene chloride, and the combined organic layers were dried (N... Reactants: [K+], N#Cc1cccn1N, [OH-], O. Yields the product NC(=O)c1cccn1N. As a reaction SMILES: [K+:10].[NH2:1][n:2]1[c:3]([C:7]#[N:8])[cH:4][cH:5][cH:6]1.[OH-:9].[OH2:11]>>[NH2:1][n:2]1[c:3]([C:7]([NH2:8])=[O:9])[cH:4][cH:5][cH:6]1. Run in CC#N (MeCN). Product: FC(S(=O)(=O)NCC1=CC(=CC=C1)NC1=NC=CC(=N1)C1=C(N=C(S1)NC)C)(F)F (C,C,C-Trifluoro-N-{3-[4-(4-methyl-2-methylamino-thiazol-5-yl)-pyrimidin-2-ylamino]-benzyl}-methanesulfonamide). Reported procedure: By treatment of (3-aminomethyl-phenyl)-[4-(4-methyl-2-methylamino-thiazol-5-yl)-pyrimidin-2-yl]-amine with trifluoro-methanesulfonyl chloride. Yellow solid. Anal. RP-HPLC: tR=11.6 min (0-60% MeCN, purity ˜90%). 1H-NMR (CD3OD) δ: 2.53 (s, 3H, CH3), 2.97 (s, 3H, CH3), 4.39 (s, 2H, CH2), 6.94 (d, 1H, J=5.5 Hz, pyrimidinyl-H), 7.01 (d, 1H, J=7.5 Hz, Ph-H), 7.31 (d, 1H, J=8.0 Hz, Ph-H), 7.60 (d, 1H, J=7.5 Hz, Ph-H), 7.67 (s, 1H, Ph-H), 8.28 (d, 1H, J=5.5 Hz, pyrimidinyl-H). MS (ESI+) m/z 459.33 [M+H]... Reactants: NCC=1C=C(C=CC1)NC1=NC=CC(=N1)C1=C(N=C(S1)NC)C ((3-aminomethyl-phenyl)-[4-(4-methyl-2-methylamino-thiazol-5-yl)-pyrimidin-2-yl]-amine), FC(S(=O)(=O)Cl)(F)F (trifluoro-methanesulfonyl chloride). As a reaction SMILES: [NH2:1][CH2:2][C:3]1[CH:4]=[C:5]([NH:9][C:10]2[N:15]=[C:14]([C:16]3[S:20][C:19]([NH:21][CH3:22])=[N:18][C:17]=3[CH3:23])[CH:13]=[CH:12][N:11]=2)[CH:6]=[CH:7][CH:8]=1.[F:24][C:25]([F:31])([F:30])[S:26](Cl)(=[O:28])=[O:27]>CC#N>[F:24][C:25]([F:31])([F:30])[S:26]([NH:1][CH2:2][C:3]1[CH:8]=[CH:7][CH:6]=[C:5]([NH:9][C:10]2[N:15]=[C:14]([C:16]3[S:20][C:19]([NH:21][CH3:22])=[N:18][C:17]=3[CH3:23])[CH:13]=[CH:12][N:11]=2)[CH:4]=1)(=[O:28])=[O:27]. The reactants are CCCC(NC(=O)OC(C)(C)C)C(=O)Nc1nnc(C(C)(C)C)s1, Cl, C1COCCO1. Yields the product CCCC(N)C(=O)Nc1nnc(C(C)(C)C)s1. Reaction SMILES: [C:1]([O:2][C:3](=[O:4])[NH:7][CH:8]([CH2:9][CH2:10][CH3:11])[C:12]([NH:13][c:14]1[s:15][c:16]([C:19]([CH3:20])([CH3:21])[CH3:22])[n:17][n:18]1)=[O:23])([CH3:5])([CH3:6])[CH3:24].[ClH:25].[O:26]1[CH2:27][CH2:28][O:29][CH2:30][CH2:31]1>>[NH2:7][CH:8]([CH2:9][CH2:10][CH3:11])[C:12]([NH:13][c:14]1[s:15][c:16]([C:19]([CH3:20])([CH3:21])[CH3:22])[n:17][n:18]1)=[O:23]. The product is C1(=CC=CC=C1)CC(=O)OCCC1CCNCC1 (4-[2-(phenylacetoxy)ethyl]piperidine). Procedure: To a solution of 1-(tert-butoxycarbonyl)-4-[2-(phenylacetoxy)ethyl]piperidine (431 mg, 1.24 mmol) in MeOH (0.2 mL) was added 2N anhydrous HCl/ether (1.5 mL, 3.0 mmol). The reaction mixture was stirred overnight. After evaporation, the residue was dissolved in deionized water. EtOAc was used to wash the aqueous layer before the pH was altered to approx. 9-10. The aqueous layer was extracted three times with CH2Cl2, and the combined organic phases were dried over Na2SO4. After evaporation, 4-[2-(p... The solvent is CO (MeOH). Conditions: time 8 hour. Reactants: C(C)(C)(C)OC(=O)N1CCC(CC1)CCOC(CC1=CC=CC=C1)=O (1-(tert-butoxycarbonyl)-4-[2-(phenylacetoxy)ethyl]piperidine), Cl.CCOCC (HCl ether). As a reaction SMILES: C(OC([N:8]1[CH2:13][CH2:12][CH:11]([CH2:14][CH2:15][O:16][C:17](=[O:25])[CH2:18][C:19]2[CH:24]=[CH:23][CH:22]=[CH:21][CH:20]=2)[CH2:10][CH2:9]1)=O)(C)(C)C.Cl.CCOCC>CO>[C:19]1([CH2:18][C:17]([O:16][CH2:15][CH2:14][CH:11]2[CH2:12][CH2:13][NH:8][CH2:9][CH2:10]2)=[O:25])[CH:24]=[CH:23][CH:22]=[CH:21][CH:20]=1 |f:1.2|. The yield is 87.4%. Yields the product BrCCCN1C(NCC1=O)=O (3-(3-Bromo-1-propyl)-2,4-imidazolidindione). Procedure: The potassium salt of 2,4-imidazolinedione (hydantoin; 5.5 g, 0.04 mole; prepared as in Example 44) was reacted with 1,3-dibromopropane (14.3 ml, 0.14 mole) in 50 ml of dimethylformamide for 16 hours at room temperature and then for 2 hours at reflux. The reaction mixture was filtered, evaporated to dryness, and the residue recrystallized from isopropyl alcohol (950 mg, m.p. 103°-106° C., m/e 222/220). The solvent is CN(C=O)C (dimethylformamide). The reactants are [K] (potassium), N1C(NC(C1)=O)=O (2,4-imidazolinedione), BrCCCBr (1,3-dibromopropane). RXN SMILES: [K].[NH:2]1[CH2:6][C:5](=[O:7])[NH:4][C:3]1=[O:8].[Br:9][CH2:10][CH2:11][CH2:12]Br>CN(C)C=O>[Br:9][CH2:10][CH2:11][CH2:12][N:4]1[C:5](=[O:7])[CH2:6][NH:2][C:3]1=[O:8] |^1:0|. Reactants: C(CC)S(=O)(=O)OC[C@@H]1[C@H]([C@@H]([C@H](CC1)O)C1=C(C=CC=C1)C)COS(=O)(=O)CCC ([(1S,2R,3R,4S)-4-hydroxy-3-(2-methylphenyl)cyclohexane-1,2-diyl]di(methylene) dipropanesulfonate), C(C1=CC=CC=C1)N (benzylamine). Solvent: C(C)O (ethanol), CO (methanol), [OH-].[Na+] (NaOH). Conditions: temperature 140 celsius. The product is C(C1=CC=CC=C1)N1C[C@H]2CC[C@@H]([C@H]([C@@H]2C1)C1=C(C=CC=C1)C)O ((3aR,4R,5S,7aS)-2-benzyl-4-(2-methylphenyl)octahydro-1H-isoindol-5-ol). RXN SMILES: C(S(O[CH2:8][C@H:9]1[CH2:14][CH2:13][C@H:12]([OH:15])[C@@H:11]([C:16]2[CH:21]=[CH:20][CH:19]=[CH:18][C:17]=2[CH3:22])[C@@H:10]1[CH2:23]OS(CCC)(=O)=O)(=O)=O)CC.[CH2:31]([NH2:38])[C:32]1[CH:37]=[CH:36][CH:35]=[CH:34][CH:33]=1>C(O)C.CO.[OH-].[Na+]>[CH2:31]([N:38]1[CH2:23][C@@H:10]2[C@H:9]([CH2:14][CH2:13][C@H:12]([OH:15])[C@H:11]2[C:16]2[CH:21]=[CH:20][CH:19]=[CH:18][C:17]=2[CH3:22])[CH2:8]1)[C:32]1[CH:37]=[CH:36][CH:35]=[CH:34][CH:33]=1 |f:4.5|. Procedure: In a pressure tube was placed a solution of crude [(1S,2R,3R,4S)-4-hydroxy-3-(2-methylphenyl)cyclohexane-1,2-diyl]di(methylene) dipropanesulfonate (Step 1.85 g, 184 mmol) in ˜120 mL ethanol and benzylamine (70.2 mL, 643 mmol). The pressure tube was sealed and heated at 140° C. in an oil bath for 3 hr. The tube was cooled to RT and opened. LC-MS showed that the reaction was completed. The resulting mixture was diluted with 180 mL methanol and 100 mL 5 N aq. NaOH. The ethanol, some of water and be...